This data is from the Open Reaction Database (ORD), a public repository of structured organic reaction records. The task is: describe an organic reaction: reactants, conditions, products, and yield The reactants are CO, CC(C)CC(C(=O)NN(CC(C)C)C(=O)C(C)N)C(CC=Cc1cccs1)C(=O)NOC1CCCCO1, O, Cc1ccc(S(=O)(=O)O)cc1. Product: CC(C)CC(C(=O)NN(CC(C)C)C(=O)C(C)N)C(CC=Cc1cccs1)C(=O)NO. Reaction SMILES: [CH3:50][OH:51].[NH2:1][CH:2]([CH3:3])[C:4](=[O:5])[N:6]([NH:7][C:8]([CH:9]([CH2:10][CH:11]([CH3:12])[CH3:13])[CH:14]([CH2:15][CH:16]=[CH:17][c:18]1[s:19][cH:20][cH:21][cH:22]1)[C:23]([NH:24][O:25][CH:26]1[CH2:27][CH2:28][CH2:29][CH2:30][O:31]1)=[O:32])=[O:33])[CH2:34][CH:35]([CH3:36])[CH3:37].[OH2:38].[c:39]1([CH3:40])[cH:41][cH:42][c:43]([S:44]([OH:45])(=[O:46])=[O:47])[cH:48][cH:49]1>>[NH2:1][CH:2]([CH3:3])[C:4](=[O:5])[N:6]([NH:7][C:8]([CH:9]([CH2:10][CH:11]([CH3:12])[CH3:13])[CH:14]([CH2:15][CH:16]=[CH:17][c:18]1[s:19][cH:20][cH:21][cH:22]1)[C:23]([NH:24][OH:25])=[O:32])=[O:33])[CH2:34][CH:35]([CH3:36])[CH3:37]. Reactants: C1(CCCC1)N (Cyclopentylamine), C(C)OC(CCCl)=O (3-chloro-propionic acid ethyl ester), C(=O)([O-])[O-].[K+].[K+] (K2CO3). The reagents and catalysts are [I-].C(CCC)[N+](CCCC)(CCCC)CCCC (tetrabutylammonium iodide). Run at temperature 80 celsius. The product is C(C)OC(CCNC1CCCC1)=O (3-Cyclopentylamino-propionic acid ethyl ester). The yield is 82.7%. Reaction SMILES: [CH:1]1([NH2:6])[CH2:5][CH2:4][CH2:3][CH2:2]1.[CH2:7]([O:9][C:10](=[O:14])[CH2:11][CH2:12]Cl)[CH3:8].C([O-])([O-])=O.[K+].[K+]>[I-].C([N+](CCCC)(CCCC)CCCC)CCC>[CH2:7]([O:9][C:10](=[O:14])[CH2:11][CH2:12][NH:6][CH:1]1[CH2:5][CH2:4][CH2:3][CH2:2]1)[CH3:8] |f:2.3.4,5.6|. Reported procedure: Cyclopentylamine (1.72 g, 17.5 mmol) and 3-chloro-propionic acid ethyl ester (2.4 g, 18 mmol) were combined neat and K2CO3 (2.4 g, 18 mmol) and a catalytic amount of tetrabutylammonium iodide (ca. 5 mg) was added. The mixture was heated at 80° C. overnight. The resulting mixture was then partitioned between water and DCM. The organic layer was dried (MgSO4) and concentrated to provide 2.68 g (83%) of the title compound. 1H-NMR (400 MHz, CDCl3:) δ ppm 4.13 (p, 2H, J=7.0 Hz), 3.07 (p, 1H, J=6.7 Hz... The reactants are O[C@@H]1C[C@H](N(C1)C(CC(C1=CC=C(C=C1)F)(C1=CC=C(C=C1)F)C1=CC=C(C=C1)F)=O)C(=O)N1[C@H](CCC1)C(=O)NCC1CCNCC1 ((2R)-1-((2S,4R)-4-hydroxy-1-{3,3,3-tris(4-fluorophenyl)propanoyl}pyrrolidin-2-yl)carbonyl-N-(4-piperidylmethyl)pyrrolidine-2-carboxamide), methanesulfonic acid-cyclopentylmethyl, C([O-])([O-])=O.[K+].[K+] (potassium carbonate), [I-].[K+] (potassium iodide), C(C)#N (acetonitrile). RXN SMILES: [OH:1][C@H:2]1[CH2:6][N:5]([C:7](=[O:31])[CH2:8][C:9]([C:24]2[CH:29]=[CH:28][C:27]([F:30])=[CH:26][CH:25]=2)([C:17]2[CH:22]=[CH:21][C:20]([F:23])=[CH:19][CH:18]=2)[C:10]2[CH:15]=[CH:14][C:13]([F:16])=[CH:12][CH:11]=2)[C@H:4]([C:32]([N:34]2[CH2:38][CH2:37][CH2:36][C@@H:35]2[C:39]([NH:41][CH2:42][CH:43]2[CH2:48][CH2:47][NH:46][CH2:45][CH2:44]2)=[O:40])=[O:33])[CH2:3]1.C(=O)([O-])[O-].[K+].[K+].[I-].[K+].[C:57](#N)[CH3:58]>C(Cl)(Cl)Cl>[CH:57]1([CH2:58][N:46]2[CH2:45][CH2:44][CH:43]([CH2:42][NH:41][C:39]([C@H:35]3[CH2:36][CH2:37][CH2:38][N:34]3[C:32]([C@@H:4]3[CH2:3][C@@H:2]([OH:1])[CH2:6][N:5]3[C:7](=[O:31])[CH2:8][C:9]([C:24]3[CH:29]=[CH:28][C:27]([F:30])=[CH:26][CH:25]=3)([C:17]3[CH:22]=[CH:21][C:20]([F:23])=[CH:19][CH:18]=3)[C:10]3[CH:15]=[CH:14][C:13]([F:16])=[CH:12][CH:11]=3)=[O:33])=[O:40])[CH2:48][CH2:47]2)[CH2:4][CH2:3][CH2:2][CH2:6]1 |f:1.2.3,4.5|. Procedure details: To a solution of 19 mg of (2R)-1-((2S,4R)-4-hydroxy-1-{3,3,3-tris(4-fluorophenyl)propanoyl}pyrrolidin-2-yl)carbonyl-N-(4-piperidylmethyl)pyrrolidine-2-carboxamide in 1.5 ml of acetonitrile, 14 mg of methanesulfonic acid-cyclopentylmethyl, 13 mg of potassium carbonate and 5 mg of potassium iodide were added at room temperature, followed by 24 hours' stirring at 80° C. under heating. The reaction liquid was diluted with chloroform, washed successively with water and 1N aqueous sodium hydroxide sol... Reaction conditions: temperature 80 celsius, time 24 hour. Run in C(Cl)(Cl)Cl (chloroform). The product is C1(CCCC1)CN1CCC(CC1)CNC(=O)[C@@H]1N(CCC1)C(=O)[C@H]1N(C[C@@H](C1)O)C(CC(C1=CC=C(C=C1)F)(C1=CC=C(C=C1)F)C1=CC=C(C=C1)F)=O ((2R)-N-{(1-cyclopentylmethyl-4-piperidyl)methyl}-1-{(2S,4R)-4-hydroxy-1-(3,3,3-tris(4-fluorophenyl)propanoyl}pyrrolidin-2-yl)carbonylpyrrolidine-2-carboxamide).